From a dataset of the Open Reaction Database (ORD), a public repository of structured organic reaction records. describe an organic reaction: reactants, conditions, products, and yield Reactants: N[C@@H](CC1=CC=CC=C1)C(=O)O (L-phenylalanine), N[C@@H](CC1=CC=CC=C1)C(=O)O (L-phenylalanine), [OH-].[Na+] (NaOH). The product is C(CC1=CC=CC=C1)O (phenethyl alcohol). RXN SMILES: N[C@H:2](C(O)=O)[CH2:3][C:4]1[CH:9]=[CH:8][CH:7]=[CH:6][CH:5]=1.[OH-:13].[Na+]>>[CH2:2]([OH:13])[CH2:3][C:4]1[CH:9]=[CH:8][CH:7]=[CH:6][CH:5]=1 |f:1.2|. Procedure details: Referring to FIG. 1, L-phenylalanine is provided as a solution 10, wherein the solution comprises fermentation media 12 containing L-phenylalanine. Alternatively, the fermentation media is combined with a solution of L-phenylalanine. The combined fermentation solution is added 20 to a fermentation bath, which fermentation bath is then inoculated with at least one species of yeast 22. The pH of the fermentation solution is adjusted 40 to a pH of about 7.0 with a base (e.g., NaOH) after which the ... Reactants: OC(CN1C=NC=C1)COCC1=CC=C(C=C1)OC (1-[2-Hydroxy-3-[(4-methoxyphenyl)methoxy]propyl]-1H-imidazole), [OH-].[K+] (potassium hydroxide), BrCCCCCC(=O)OCC (Ethyl 6-bromohexanoate). The solvent is O (water), CS(=O)C (dimethylsulphoxide). Conditions: time 0.5 hour. Product: N1(C=NC=C1)CC(OCCCCCC(=O)O)COCC1=CC=C(C=C1)OC (6-[2-(1H-imidazol-1-yl)-1-[[(4-methoxyphenyl)methoxy]methyl]ethoxy]hexanoic acid). Reaction SMILES: [OH:1][CH:2]([CH2:9][O:10][CH2:11][C:12]1[CH:17]=[CH:16][C:15]([O:18][CH3:19])=[CH:14][CH:13]=1)[CH2:3][N:4]1[CH:8]=[CH:7][N:6]=[CH:5]1.[OH-].[K+].Br[CH2:23][CH2:24][CH2:25][CH2:26][CH2:27][C:28]([O:30]CC)=[O:29]>CS(C)=O.O>[N:4]1([CH2:3][CH:2]([CH2:9][O:10][CH2:11][C:12]2[CH:13]=[CH:14][C:15]([O:18][CH3:19])=[CH:16][CH:17]=2)[O:1][CH2:23][CH2:24][CH2:25][CH2:26][CH2:27][C:28]([OH:30])=[O:29])[CH:8]=[CH:7][N:6]=[CH:5]1 |f:1.2|. Procedure details: 1-[2-Hydroxy-3-[(4-methoxyphenyl)methoxy]propyl]-1H-imidazole (20 g, 0.076 mol) was added to a stirred suspension of powdered potassium hydroxide (17 g, 0.30 mol) in dimethylsulphoxide (50 ml) at 18° C. and stirred for 0.5 hours. Ethyl 6-bromohexanoate (33.45 g, 0.15 mol) was then added and the resulting mixture was stirred at 18° C. for 12 hours. The reaction mixture was diluted with water (21) and washed with dichloromethane (2×100 ml), neutralised to pH 6-7 with sulphuric acid (2M) and extrac... Reactants: CS(=O)C1=NN2C(C=N1)=CC=C2C2=C(C=CC=C2)OC (2-Methane sulfinyl-7-(2-methoxy-phenyl)-pyrrolo[2,1-f][1,2,4]triazine), O1COC2=C1C=CC(=C2)N (1,3-Benzodioxol-5-ylamine). Solvent: COCCO (2-Methoxyethanol). Run at temperature 180 celsius. The product is O1COC2=C1C=CC(=C2)NC2=NN1C(C=N2)=CC=C1C1=C(C=CC=C1)OC (1,3-Benzodioxol-5-yl-[7-(2-methoxy-phenyl)-pyrrolo[2,1-f][1,2,4]triazin-2-yl]-amine). Isolated yield 3.2%. As a reaction SMILES: CS([C:4]1[N:9]=[CH:8][C:7]2=[CH:10][CH:11]=[C:12]([C:13]3[CH:18]=[CH:17][CH:16]=[CH:15][C:14]=3[O:19][CH3:20])[N:6]2[N:5]=1)=O.[O:21]1[C:25]2[CH:26]=[CH:27][C:28]([NH2:30])=[CH:29][C:24]=2[O:23][CH2:22]1>COCCO>[O:21]1[C:25]2[CH:26]=[CH:27][C:28]([NH:30][C:4]3[N:9]=[CH:8][C:7]4=[CH:10][CH:11]=[C:12]([C:13]5[CH:18]=[CH:17][CH:16]=[CH:15][C:14]=5[O:19][CH3:20])[N:6]4[N:5]=3)=[CH:29][C:24]=2[O:23][CH2:22]1. Procedure details: 2-Methane sulfinyl-7-(2-methoxy-phenyl)-pyrrolo[2,1-f][1,2,4]triazine (67.0 mg, 0.000233 mol) and 1,3-Benzodioxol-5-ylamine (63.9 mg, 0.000466 mol) were dissolved in 2-Methoxyethanol (1.64 mL) and the reaction was heated at 180° C. until HPLC showed consumption of starting material. The reaction mixture was then reduced en vacuo and the product was isolated and purified by Gilson prep HPLC to afford 2.65 mg 1,3-Benzodioxol-5-yl-[7-(2-methoxy-phenyl)-pyrrolo[2,1-f][1,2,4]triazin-2-yl]-amine as a ... The reactants are C(C)(C)(C)OC(NCC1=CC=C(C=C1)CNC1CCC=2C=CC=NC2C1)=O ({4-[(5,6,7,8-Tetrahydro-quinolin-7-ylamino)-methyl]-benzyl}-carbamic acid tert-butyl ester), C(C)(C)(C)OC(=O)N1C(=NC2=C1C=CC=C2)CCl (2-Chloromethyl-benzimidazole-1-carboxylic acid tert-butyl ester), CCN(C(C)C)C(C)C (DIPEA). The solvent is CC#N (CH3CN). Reaction conditions: time 8 hour. Yields the product C(C)(C)(C)OC(=O)N1C(=NC2=C1C=CC=C2)CN(C2CCC=1C=CC=NC1C2)CC2=CC=C(C=C2)CNC(=O)OC(C)(C)C (2-{[[4-(tert-Butoxycarbonylamino-methyl)-benzyl]-(5,6,7,8-tetrahydro-quinolin-7-yl)-amino]-methyl}-benzimidazole-1-carboxylic acid tert-butyl ester). Yield: 55.8%. RXN SMILES: [C:1]([O:5][C:6](=[O:27])[NH:7][CH2:8][C:9]1[CH:14]=[CH:13][C:12]([CH2:15][NH:16][CH:17]2[CH2:26][C:25]3[N:24]=[CH:23][CH:22]=[CH:21][C:20]=3[CH2:19][CH2:18]2)=[CH:11][CH:10]=1)([CH3:4])([CH3:3])[CH3:2].[C:28]([O:32][C:33]([N:35]1[C:39]2[CH:40]=[CH:41][CH:42]=[CH:43][C:38]=2[N:37]=[C:36]1[CH2:44]Cl)=[O:34])([CH3:31])([CH3:30])[CH3:29].CCN(C(C)C)C(C)C>CC#N>[C:28]([O:32][C:33]([N:35]1[C:39]2[CH:40]=[CH:41][CH:42]=[CH:43][C:38]=2[N:37]=[C:36]1[CH2:44][N:16]([CH2:15][C:12]1[CH:13]=[CH:14][C:9]([CH2:8][NH:7][C:6]([O:5][C:1]([CH3:4])([CH3:2])[CH3:3])=[O:27])=[CH:10][CH:11]=1)[CH:17]1[CH2:26][C:25]2[N:24]=[CH:23][CH:22]=[CH:21][C:20]=2[CH2:19][CH2:18]1)=[O:34])([CH3:31])([CH3:30])[CH3:29]. Reported procedure: {4-[(5,6,7,8-Tetrahydro-quinolin-7-ylamino)-methyl]-benzyl}-carbamic acid tert-butyl ester (88 mg, 0.24 mmol), 2-Chloromethyl-benzimidazole-1-carboxylic acid tert-butyl ester (80 mg, 0.30 mmol), DIPEA (0.10 mL, 0.54 mmol), and KI (19 mg, 0.11 mmol) were heated to 80° C. in CH3CN (1.5 mL) for 2 h under N2, then it was stirred at room temperature overnight. The reaction mixture was concentrated in vacuo, diluted with ethyl acetate, washed with NH4Cl (aq), NaCl (aq), and dried (MgSO4). Evaporation ... Reactants: COC=1C=C(COC2=NN(C=C2CO)C)C=CC1OCC=1N=C(OC1C)C1=CC=CC=C1 ((3-{[3-methoxy-4-(5-methyl-2-phenyl-1,3-oxazol-4-ylmethoxy)benzyl]oxy}-1-methyl-1H-pyrazol-4-yl)methanol). The reagents and catalysts are [O-2].[O-2].[Mn+4] (manganese dioxide). Solvent: O1CCCC1 (tetrahydrofuran). Reaction conditions: time 8 hour. The product is COC=1C=C(COC2=NN(C=C2C=O)C)C=CC1OCC=1N=C(OC1C)C1=CC=CC=C1 (3-{[3-methoxy-4-(5-methyl-2-phenyl-1,3-oxazol-4-ylmethoxy)benzyl]oxy}-1-methyl-1H-pyrazole-4-carbaldehyde). Yield: 96.0%. Reaction SMILES: [CH3:1][O:2][C:3]1[CH:4]=[C:5]([CH:16]=[CH:17][C:18]=1[O:19][CH2:20][C:21]1[N:22]=[C:23]([C:27]2[CH:32]=[CH:31][CH:30]=[CH:29][CH:28]=2)[O:24][C:25]=1[CH3:26])[CH2:6][O:7][C:8]1[C:12]([CH2:13][OH:14])=[CH:11][N:10]([CH3:15])[N:9]=1>[O-2].[O-2].[Mn+4].O1CCCC1>[CH3:1][O:2][C:3]1[CH:4]=[C:5]([CH:16]=[CH:17][C:18]=1[O:19][CH2:20][C:21]1[N:22]=[C:23]([C:27]2[CH:28]=[CH:29][CH:30]=[CH:31][CH:32]=2)[O:24][C:25]=1[CH3:26])[CH2:6][O:7][C:8]1[C:12]([CH:13]=[O:14])=[CH:11][N:10]([CH3:15])[N:9]=1 |f:1.2.3|. Reported procedure: A mixture of (3-{[3-methoxy-4-(5-methyl-2-phenyl-1,3-oxazol-4-ylmethoxy)benzyl]oxy}-1-methyl-1H-pyrazol-4-yl)methanol (3.40 g), activated manganese dioxide (10.03 g) and tetrahydrofuran (50 mL) was stirred overnight at room temperature. Manganese dioxide was removed by filtration, and the filtrate was concentrated to give 3-{[3-methoxy-4-(5-methyl-2-phenyl-1,3-oxazol-4-ylmethoxy)benzyl]oxy}-1-methyl-1H-pyrazole-4-carbaldehyde (3.25 g, yield 96%) as colorless crystals. The crystals were recrystal... Conditions: temperature 60 celsius. Yields the product ClC=1C=C(C=CC1Cl)CCN(C)[C@H]1[C@H](CCCC1)N1CCCC1 ((±)-cis-N-[2-(3,4-Dichlorophenyl)ethyl]-N-methyl-2-(1-pyrrolidinyl)cyclohexylamine). Reactants: N1(CCCC1)[C@@H]1[C@@H](CCCC1)NC ((±)-cis-2-Pyrrolidinyl-N-methylcyclohexylamine), CN(C=O)C (dimethylformamide), CS(=O)(=O)OCCC1=CC(=C(C=C1)Cl)Cl (2-(3,4-dichlorophenyl)ethyl methanesulfonate), amine. Solvent: O (water). Procedure details: (±)-cis-2-Pyrrolidinyl-N-methylcyclohexylamine (3 gm) was combined with anhydrous dimethylformamide (70 ml) and warmed to 60° C. 2-(3,4-dichlorophenyl)ethyl methanesulfonate (14 gm) was added to the warm amine solution over 3 days. The reaction mixture was diluted to 500 ml with water and extracted with chloroform. The combined extracts were washed with water and treated with a solution of hydrogen bromide in methanol. The solution was concentrated on a rotary evaporator and the residual dimethy... RXN SMILES: [N:1]1([C@H:6]2[CH2:11][CH2:10][CH2:9][CH2:8][C@H:7]2[NH:12][CH3:13])[CH2:5][CH2:4][CH2:3][CH2:2]1.CN(C)C=O.CS(O[CH2:24][CH2:25][C:26]1[CH:31]=[CH:30][C:29]([Cl:32])=[C:28]([Cl:33])[CH:27]=1)(=O)=O>O>[Cl:33][C:28]1[CH:27]=[C:26]([CH2:25][CH2:24][N:12]([C@@H:7]2[CH2:8][CH2:9][CH2:10][CH2:11][C@@H:6]2[N:1]2[CH2:5][CH2:4][CH2:3][CH2:2]2)[CH3:13])[CH:31]=[CH:30][C:29]=1[Cl:32].